From a dataset of the Open Reaction Database (ORD), a public repository of structured organic reaction records. describe an organic reaction: reactants, conditions, products, and yield Starting materials: CSC.B (Borane dimethyl sulphide), COC=1C=C(C=CC1)CC#N (3-methoxyphenylacetonitrile), Cl (hydrogen chloride), Cl (hydrochloric acid), O (water), Cl (hydrochloric acid). Run in O1CCCC1 (tetrahydrofuran), CCOCC (ether), CCOCC (ether), C(C)O (ethanol). Reaction conditions: temperature 0 celsius. Yields the product Cl.COC=1C=C(C=CC1)CCN (2-(3-methoxyphenyl)ethylamine hydrochloride). As a reaction SMILES: CSC.B.[CH3:5][O:6][C:7]1[CH:8]=[C:9]([CH2:13][C:14]#[N:15])[CH:10]=[CH:11][CH:12]=1.O.[ClH:17]>O1CCCC1.CCOCC.C(O)C>[ClH:17].[CH3:5][O:6][C:7]1[CH:8]=[C:9]([CH2:13][CH2:14][NH2:15])[CH:10]=[CH:11][CH:12]=1 |f:0.1,8.9|. Procedure: Borane dimethyl sulphide (45 ml) was added dropwise to a stirred solution of 3-methoxyphenylacetonitrile (32.4 g) in dry tetrahydrofuran (150 ml) under nitrogen. The solution was heated under reflux for 2 hours and was then cooled to 0° C. The solution was stirred under nitrogen at 0° C. as water (74 ml) was added, followed by concentrated hydrochloric acid (149 ml) dropwise over 1 hour. The cloudy solution was heated on a steam bath for 4 hours and then allowed to cool to room temperature. The ... Reactants: C(C)(=O)C=1SC=CC1 (acetylthiophene), C1(CCCCC1)N (cyclohexylamine), C(=O)O (formic acid). Run in C1(=CC=CC=C1)C (toluene). Yields the product C1(CCCCC1)N=C(C)C=1SC=CC1 (acetylthiophene N-cyclohexylimine). Yield: 101.3%. RXN SMILES: [C:1]([C:4]1[S:5][CH:6]=[CH:7][CH:8]=1)(=O)[CH3:2].[CH:9]1([NH2:15])[CH2:14][CH2:13][CH2:12][CH2:11][CH2:10]1.C(O)=O>C1(C)C=CC=CC=1>[CH:9]1([N:15]=[C:1]([C:4]2[S:5][CH:6]=[CH:7][CH:8]=2)[CH3:2])[CH2:14][CH2:13][CH2:12][CH2:11][CH2:10]1. Reported procedure: 378 g (3 moles) of acetylthiophene, 594 g (6 moles) of cyclohexylamine and 6 ml of formic acid are azeotropically dehydrated by means of 1 liter of toluene. When all the water has been removed, the solution is cooled and the toluene and excess amine are removed under reduced pressure of 18 mm of mercury, without exceeding 120° C. in the reactor. In this way, 630 g of acetylthiophene N-cyclohexylimine are obtained, titrating 94.5% by gas phase chromatography, namely a yield of 97%. NMR spectrum i...